Dataset: the Open Reaction Database (ORD), a public repository of structured organic reaction records. Task: describe an organic reaction: reactants, conditions, products, and yield Starting materials: C(C)C(C(=O)O)CCCC (2-ethylhexanoic acid), C(=O)(Cl)Cl (phosgene), anhydride. Solvent: ClC1=CC=CC=C1 (monochlorobenzene). Conditions: temperature 25 celsius, time 30 minute. Product: C(C)C(C(=O)Cl)CCCC (2-ethylhexanoyl chloride). As a reaction SMILES: [CH2:1]([CH:3]([CH2:7][CH2:8][CH2:9][CH3:10])[C:4](O)=[O:5])[CH3:2].C(Cl)([Cl:13])=O>ClC1C=CC=CC=1>[CH2:1]([CH:3]([CH2:7][CH2:8][CH2:9][CH3:10])[C:4]([Cl:13])=[O:5])[CH3:2]. Reported procedure: 87 g (0.6 mol) of 2-ethylhexanoic acid and 890 g of monochlorobenzene are introduced into the reactor and 607 g (6.14 mol) of phosgene are then added over about 30 minutes, while maintaining the temperature of the reaction medium at a maximum of 25° C. The set pressure is adjusted to 10.5 bar relative and the reaction medium is heated. The reaction is complete after one hour 30 minutes. The levels of residual acid and anhydride are zero and the level of 2-ethylhexanoyl chloride obtained is great... Procedure details: tert-Butyl 2-(4-(2-methyl-1H-imidazol-1-yl)phenylamino)-4-(trifluoromethylsulfonyloxy)-7,8-dihydropyrido[4,3-d]pyrimidine-6(5H)-carboxylate (250 mg, 0.45 mmol, example 69c) was dissolved in DMF (2 mL). (S)-(tetrahydrofuran-2-yl)methanamine (45.6 mg, 0.45 mmol) was added and the reaction mixture was stirred at 85° C. overnight. The solvent was evaporated under reduced pressure and the crude was purified by flash column chromatography using dichloromethane and methanol as eluent. The fractions con... Reaction conditions: temperature 85 celsius, time 8 hour. Run in CN(C)C=O (DMF). The product is CC=1N(C=CN1)C1=CC=C(C=C1)NC=1N=C(C2=C(N1)CCN(C2)C(=O)OC(C)(C)C)NC[C@H]2OCCC2 ((S)-tert-butyl 2-(4-(2-methyl-1H-imidazol-1-yl)phenylamino)-4-((tetrahydrofuran-2-yl)methylamino)-7,8-dihydropyrido[4,3-d]pyrimidine-6(5H)-carboxylate). The yield is 22.0%. Starting materials: CC=1N(C=CN1)C1=CC=C(C=C1)NC=1N=C(C2=C(N1)CCN(C2)C(=O)OC(C)(C)C)OS(=O)(=O)C(F)(F)F (tert-butyl 2-(4-(2-methyl-1H-imidazol-1-yl)phenylamino)-4-(trifluoromethylsulfonyloxy)-7,8-dihydropyrido[4,3-d]pyrimidine-6(5H)-carboxylate), O1[C@@H](CCC1)CN ((S)-(tetrahydrofuran-2-yl)methanamine). RXN SMILES: [CH3:1][C:2]1[N:3]([C:7]2[CH:12]=[CH:11][C:10]([NH:13][C:14]3[N:15]=[C:16](OS(C(F)(F)F)(=O)=O)[C:17]4[CH2:23][N:22]([C:24]([O:26][C:27]([CH3:30])([CH3:29])[CH3:28])=[O:25])[CH2:21][CH2:20][C:18]=4[N:19]=3)=[CH:9][CH:8]=2)[CH:4]=[CH:5][N:6]=1.[O:39]1[CH2:43][CH2:42][CH2:41][C@H:40]1[CH2:44][NH2:45]>CN(C=O)C>[CH3:1][C:2]1[N:3]([C:7]2[CH:8]=[CH:9][C:10]([NH:13][C:14]3[N:15]=[C:16]([NH:45][CH2:44][C@@H:40]4[CH2:41][CH2:42][CH2:43][O:39]4)[C:17]4[CH2:23][N:22]([C:24]([O:26][C:27]([CH3:28])([CH3:30])[CH3:29])=[O:25])[CH2:21][CH2:20][C:18]=4[N:19]=3)=[CH:11][CH:12]=2)[CH:4]=[CH:5][N:6]=1. Yields the product COC(=O)C(Cc1ccc(OC)c(OC)c1)NNc1ccc(C)c(C)c1. RXN SMILES: [CH3:15][C:16](=[O:17])[O-:18].[CH3:19][O:20][c:21]1[cH:22][c:23]([CH2:24][CH:25]([C:26](=[O:27])[O:28][CH3:29])[C:30]([CH3:31])=[O:32])[cH:33][cH:34][c:35]1[O:36][CH3:37].[ClH:39].[N:1]([O-:2])=[O:3].[NH2:5][c:6]1[cH:7][c:8]([CH3:13])[c:9]([CH3:12])[cH:10][cH:11]1.[Na+:14].[Na+:4].[OH2:38]>>[NH:1]([NH:5][c:6]1[cH:7][c:8]([CH3:13])[c:9]([CH3:12])[cH:10][cH:11]1)[CH:25]([CH2:24][c:23]1[cH:22][c:21]([O:20][CH3:19])[c:35]([O:36][CH3:37])[cH:34][cH:33]1)[C:26](=[O:27])[O:28][CH3:29]. Reactants: CC(=O)[O-], COC(=O)C(Cc1ccc(OC)c(OC)c1)C(C)=O, Cl, O=N[O-], Cc1ccc(N)cc1C, [Na+], [Na+], O.